Task: describe an organic reaction: reactants, conditions, products, and yield. Dataset: the Open Reaction Database (ORD), a public repository of structured organic reaction records Starting materials: C(C)OC(C[C@@H](CC1=C(C=C(C(=C1)F)F)F)NC(=O)OC(C)(C)C)=O ((R)-3-tert-butoxycarbonylamino-4-(2,4,5-trifluoro-phenyl)-butyric acid ethyl ester), [OH-].[Na+] (sodium hydroxide). RXN SMILES: C([O:3][C:4](=[O:25])[CH2:5][C@H:6]([NH:17][C:18]([O:20][C:21]([CH3:24])([CH3:23])[CH3:22])=[O:19])[CH2:7][C:8]1[CH:13]=[C:12]([F:14])[C:11]([F:15])=[CH:10][C:9]=1[F:16])C.[OH-].[Na+]>CO.O>[C:21]([O:20][C:18]([NH:17][C@H:6]([CH2:7][C:8]1[CH:13]=[C:12]([F:14])[C:11]([F:15])=[CH:10][C:9]=1[F:16])[CH2:5][C:4]([OH:25])=[O:3])=[O:19])([CH3:24])([CH3:22])[CH3:23] |f:1.2|. The solvent is CO (methanol), O (water). Product: C(C)(C)(C)OC(=O)N[C@@H](CC(=O)O)CC1=C(C=C(C(=C1)F)F)F ((R)-3-tert-butoxycarbonylamino-4-(2,4,5-trifluoro-phenyl)-butyric acid). Reported procedure: (R)-3-tert-Butoxycarbonylamino-4-(2,4,5-trifluoro-phenyl)-butyric acid ethyl ester 1e (10 g, 27.7 mmol) and sodium hydroxide (3.32 g, 83.1 mmol) were dissolved in the solvent mixture of 100 mL of methanol and 50 mL of water under stirring. The reaction mixture was reacted at 40-45° C. for 1-1.5 hours, then part of the solution was evaporated under reduced pressure. The residue was added with some water, then pH was adjusted to 2-3 with 1 N hydrochloric acid in an ice-water bath. The mixture was ... The reactants are ClC1=C(OC=2C=CC(=C(C2)C(C)=O)[N+](=O)[O-])C=CC(=C1)C(F)(F)F (5-[2-chloro-4-(trifluoromethyl)phenoxy]-2-nitrophenyl ethanone), CN (methylamine). Solvent: C(C)O (ethanol). Run at time 12 hour. Product: CN=C(C)C1=C(C=CC(=C1)OC1=C(C=C(C=C1)C(F)(F)F)Cl)[N+](=O)[O-] (5-[2-chloro-4-(trifluoromethyl)phenoxy]-2-nitrophenyl ethanone methylimine). Reaction SMILES: [Cl:1][C:2]1[CH:20]=[C:19]([C:21]([F:24])([F:23])[F:22])[CH:18]=[CH:17][C:3]=1[O:4][C:5]1[CH:6]=[CH:7][C:8]([N+:14]([O-:16])=[O:15])=[C:9]([C:11](=O)[CH3:12])[CH:10]=1.[CH3:25][NH2:26]>C(O)C>[CH3:25][N:26]=[C:11]([C:9]1[CH:10]=[C:5]([O:4][C:3]2[CH:17]=[CH:18][C:19]([C:21]([F:24])([F:23])[F:22])=[CH:20][C:2]=2[Cl:1])[CH:6]=[CH:7][C:8]=1[N+:14]([O-:16])=[O:15])[CH3:12]. Procedure details: To a stirred solution of 5-[2-chloro-4-(trifluoromethyl)phenoxy]-2-nitrophenyl ethanone (3.3 g., 0.0092 mole) in absolute ethanol (30 ml) was bubbled methylamine for 0.5 hour as the temperature rose to about 40° C. The solution was stirred for 12 hours at room temperature and then heated to reflux for 4 hours. The solvent was stripped to give 3.0 g of a brown oil. Recrystallization from methanol/water gave a brown solid (1.2 g., mp. 133°-7° C.). Starting materials: Cl.FC1=CC=C(C(=O)C2CCNCC2)C=C1 (4-(p-fluorobenzoyl)piperidine hydrochloride), 2-(p-fluorophenyl)-2-(ω-chloropropyl)-1,3-dioxolane, C([O-])([O-])=O.[K+].[K+] (potassium carbonate). The solvent is C(CCC)O (1-butanol). Conditions: time 1 hour. The product is Cl.FC1=CC=C(C(=O)C2CCN(CC2)CCCC(C2=CC=C(C=C2)F)=O)C=C1 (4-(p-Fluorobenzoyl)-1-[3-(p-fluorobenzoyl)propyl]piperidine Hydrochloride). Reaction SMILES: [ClH:1].[F:2][C:3]1[CH:16]=[CH:15][C:6]([C:7]([CH:9]2[CH2:14][CH2:13][NH:12][CH2:11][CH2:10]2)=[O:8])=[CH:5][CH:4]=1.[C:17](=[O:20])([O-])[O-].[K+].[K+]>C(O)CCC>[ClH:1].[F:2][C:3]1[CH:4]=[CH:5][C:6]([C:7]([CH:9]2[CH2:14][CH2:13][N:12]([CH2:7][CH2:9][CH2:10][C:17](=[O:20])[C:6]3[CH:15]=[CH:16][C:3]([F:2])=[CH:4][CH:5]=3)[CH2:11][CH2:10]2)=[O:8])=[CH:15][CH:16]=1 |f:0.1,2.3.4,6.7|. Procedure: A mixture of 13.9 g. (0.057 mole) of 4-(p-fluorobenzoyl)piperidine hydrochloride, 15.5 g. (0.063 mole) of 2-(p-fluorophenyl)-2-(ω-chloropropyl)-1,3-dioxolane, and 27.6 g. (0.2 mole) of potassium carbonate in 150 ml. of 1-butanol was refluxed 20 hours. The mixture was filtered, the filtrate concentrated, the oily residue dissolved in 50 ml. of an ether-methanol mixture and this solution stirred with 100 ml. of 3N HCl for one hour. The mixture was cooled, the layers separated, the aqueous layer ba... Reactants: SC1=NC2=C(N1)C=CC=C2 (2-mercapto-1H-benzimidazole), ClCC1=NC=CC(=C1C)OCCN1C(CCC1=O)=O (2-chloromethyl-3-methyl-4-(2-succinimidoethoxy)pyridine), C([O-])([O-])=O.[K+].[K+] (potassium carbonate). Run in C(C)C(=O)C (methyl ethyl ketone). Product: CC=1C(=NC=CC1OCCN1C(CCC1=O)=O)CSC1=NC2=C(N1)C=CC=C2 (2-[{3-methyl-4-(2-succinimidoethoxy)pyridine-2-yl}methylthio]-1H-benzimidazole). The yield is 112.1%. As a reaction SMILES: [SH:1][C:2]1[NH:6][C:5]2[CH:7]=[CH:8][CH:9]=[CH:10][C:4]=2[N:3]=1.Cl[CH2:12][C:13]1[C:18]([CH3:19])=[C:17]([O:20][CH2:21][CH2:22][N:23]2[C:27](=[O:28])[CH2:26][CH2:25][C:24]2=[O:29])[CH:16]=[CH:15][N:14]=1.C(=O)([O-])[O-].[K+].[K+]>C(C(C)=O)C>[CH3:19][C:18]1[C:13]([CH2:12][S:1][C:2]2[NH:6][C:5]3[CH:7]=[CH:8][CH:9]=[CH:10][C:4]=3[N:3]=2)=[N:14][CH:15]=[CH:16][C:17]=1[O:20][CH2:21][CH2:22][N:23]1[C:27](=[O:28])[CH2:26][CH2:25][C:24]1=[O:29] |f:2.3.4|. Reported procedure: A mixture comprising 0.03 g (0.18 mmol) of 2-mercapto-1H-benzimidazole, 0.06 g (0.21 mmol) of 2-chloromethyl-3-methyl-4-(2-succinimidoethoxy)pyridine, 0.03 g (0.21 mmol) of potassium carbonate and 10 ml of methyl ethyl ketone was heated under reflux in a nitrogen atmosphere for 3 hours, cooled and filtered. The filtrate was concentrated and dried in a vacuum, followed by the addition of water. The obtained mixture was extracted with 50 ml of chloroform thrice. The extract was dried over magnesiu... As a reaction SMILES: [CH2:27]1[O:28][CH2:29][CH2:30][O:31][CH2:32]1.[Cl:1][c:2]1[n:3]([CH2:10][C:11]([CH2:12][n:13]2[c:14](=[O:22])[o:15][c:16]3[c:17]2[cH:18][cH:19][cH:20][cH:21]3)([CH3:23])[OH:24])[cH:4][c:5]([N+:7](=[O:8])[O-:9])[n:6]1.[H-:25].[Na+:26].[OH2:33]>>[c:2]12[n:3]([cH:4][c:5]([N+:7](=[O:8])[O-:9])[n:6]1)[CH2:10][C:11]([CH2:12][n:13]1[c:14](=[O:22])[o:15][c:16]3[c:17]1[cH:18][cH:19][cH:20][cH:21]3)([CH3:23])[O:24]2. Product: CC1(Cn2c(=O)oc3ccccc32)Cn2cc([N+](=O)[O-])nc2O1. Starting materials: C1COCCO1, CC(O)(Cn1cc([N+](=O)[O-])nc1Cl)Cn1c(=O)oc2ccccc21, [H-], [Na+], O. Reactants: N(=O)[O-].[Na+] (sodium nitrite), ClC1=CC=C(C=C1)C1=CC(=C(C=C1)N)I (4′-Chloro-3-iodobiphenyl-4-ylamine), Br (hydrogen bromide), C(C)(=O)OCC (ethyl acetate), Br (hydrogen bromide). Reagents/catalysts: O.O.O.O.O.S(=O)(=O)([O-])[O-].[Cu+2] (copper(II) sulfate pentahydrate), [Cu] (copper). Solvent: O (water). Conditions: temperature 45 celsius, time 90 minute. The product is BrC1=C(C=C(C=C1)C1=CC=C(C=C1)Cl)I (4-bromo-4′-chloro-3-iodobiphenyl). Reaction SMILES: [Cl:1][C:2]1[CH:7]=[CH:6][C:5]([C:8]2[CH:13]=[CH:12][C:11](N)=[C:10]([I:15])[CH:9]=2)=[CH:4][CH:3]=1.N([O-])=O.[Na+].C(OCC)(=O)C.[BrH:26]>O.O.O.O.O.O.S([O-])([O-])(=O)=O.[Cu+2].[Cu]>[Br:26][C:11]1[CH:12]=[CH:13][C:8]([C:5]2[CH:6]=[CH:7][C:2]([Cl:1])=[CH:3][CH:4]=2)=[CH:9][C:10]=1[I:15] |f:1.2,6.7.8.9.10.11.12|. Reported procedure: 4′-Chloro-3-iodobiphenyl-4-ylamine (13.5 g, 0.041 mol) is ground to a fine powder and suspended in a mixture of 48% aqueous hydrogen bromide (54 ml) and distilled water (42 ml). This suspension is then heated to 45° C. for 30 minutes, then cooled to 0-5° C. and a solution of sodium nitrite (3.54 g, 0.0125 mol) in distilled water (6 ml) is added dropwise, maintaining internal temperature below 5° C. throughout. This mixture is then added portionwise to a second pre-formed suspension of copper(II)... Reactants: stannous chloride, Cl (hydrochloric acid), ClC1=CC=2C(C3=CC=4C(C5=CC=C(C=C5C(C4C=C3C(C2C=C1)=O)=O)Cl)=O)=O (2,9-dichloropentacene-5,7,12,14-tetrone), [BH4-].[Na+] (sodium borohydride), CO (methanol). The solvent is O (water), COCCOCCOC (2-methoxyethylether). Reaction conditions: temperature 23 celsius, time 14 hour. Product: ClC1=CC2=CC3=CC4=CC5=CC=C(C=C5C=C4C=C3C=C2C=C1)Cl (2,9-dichloropentacene). Isolated yield 46.4%. As a reaction SMILES: [Cl:1][C:2]1[CH:23]=[CH:22][C:21]2[C:20](=O)[C:19]3[C:6](=[CH:7][C:8]4[C:9](=O)[C:10]5[C:15]([C:16](=O)[C:17]=4[CH:18]=3)=[CH:14][C:13]([Cl:26])=[CH:12][CH:11]=5)[C:5](=O)[C:4]=2[CH:3]=1.[BH4-].[Na+].CO.Cl>COCCOCCOC.O>[Cl:1][C:2]1[CH:23]=[CH:22][C:21]2[C:4](=[CH:5][C:6]3[C:19]([CH:20]=2)=[CH:18][C:17]2[C:8](=[CH:9][C:10]4[C:15]([CH:16]=2)=[CH:14][C:13]([Cl:26])=[CH:12][CH:11]=4)[CH:7]=3)[CH:3]=1 |f:1.2|. Procedure: A mixture of 2.0 grams (5.9 mmol, leq) of 2,9-dichloropentacene-5,7,12,14-tetrone and 3.0 g (322 mmol, 54 eq) of sodium borohydride in 46 mL of 2-methoxyethylether was stirred at 23° C. in a nitrogen atmosphere for 14 hours. To this reaction mixture was added 23 mL of methanol in a dropwise fashion to keep the reaction temperature below 50° C. A solution of 18 grams (96 mmol, 16 eq) of stannous chloride in 19.7 grams of water and 7.3 grams of 12M hydrochloric acid was added at such a rate as to ... Starting materials: O (water), N[C@@H](CC1=CNC2=CC=CC=C12)C(=O)O (L-tryptophan). The product is N1C=CC2=CC=CC=C12 (indole), N[C@@H](CO)C(=O)O (L-serine), N[C@@H](CC1=CNC2=CC=CC=C12)C(=O)O (tryptophan). Reaction SMILES: [NH2:1][C@H:2]([C:13]([OH:15])=[O:14])[CH2:3][C:4]1[C:12]2[C:7](=[CH:8][CH:9]=[CH:10][CH:11]=2)[NH:6][CH:5]=1.[OH2:16]>>[NH:6]1[C:7]2[C:12](=[CH:11][CH:10]=[CH:9][CH:8]=2)[CH:4]=[CH:5]1.[NH2:1][C@H:2]([C:13]([OH:15])=[O:14])[CH2:3][OH:16].[NH2:1][C@H:2]([C:13]([OH:15])=[O:14])[CH2:3][C:4]1[C:12]2[C:7](=[CH:8][CH:9]=[CH:10][CH:11]=2)[NH:6][CH:5]=1. Procedure details: Active carbon and water were added to a reacton fluid containing L-tryptophan obtained by condensing indole with L-serine in an aqueous medium in the presence of tryptophan synthase as an enzyme prepared by culturing Escherichia coli, followed by making the pH of the mixture 4 with sulfuric acid, heating at 95°~100° C. for one hour to convert the fungus body into flocs, and thereafter removing the fungus body adsorbed onto the active carbon, as it was, by filtration. The aqueous solution (2,580 ... The reactants are S(=O)(=O)([O-])[O-].[NH4+].[NH4+] (ammonium sulfate), C1=CC=CC=2C3=CC=CC=C3C(C12)COC(=O)N1C(OC(C2=C1C=CC(=C2)C=2NC(=CC2)C#N)(C)C)C (9H-fluoren-9-ylmethyl-6-[5-cyano-1H-pyrrol-2-yl]-2,4,4-trimethyl-2H-3,1-benzoxazine-1(4H)-carboxylate), C([O-])([O-])=O.[K+].[K+] (potassium carbonate), IC (iodomethane). Solvent: C(C)(=O)OCC (ethyl acetate), CN(C)C=O (DMF). Conditions: time 30 minute. Yields the product C(#N)C1=CC=C(N1C)C=1C=CC2=C(C(OC(N2C(=O)OCC2C3=CC=CC=C3C=3C=CC=CC23)C)(C)C)C1 (9H-Fluoren-9-ylmethyl 6-(5-cyano-1-methyl-1H-pyrrol-2-yl)-2,4,4-trimethyl-2H-3,1-benzoxazine-1(4H)-carboxylate). Isolated yield 86.9%. Reaction SMILES: [CH:1]1[C:13]2[CH:12]([CH2:14][O:15][C:16]([N:18]3[C:23]4[CH:24]=[CH:25][C:26]([C:28]5[NH:29][C:30]([C:33]#[N:34])=[CH:31][CH:32]=5)=[CH:27][C:22]=4[C:21]([CH3:36])([CH3:35])[O:20][CH:19]3[CH3:37])=[O:17])[C:11]3[C:6](=[CH:7][CH:8]=[CH:9][CH:10]=3)[C:5]=2[CH:4]=[CH:3][CH:2]=1.[C:38](=O)([O-])[O-].[K+].[K+].IC.S([O-])([O-])(=O)=O.[NH4+].[NH4+]>CN(C=O)C.C(OCC)(=O)C>[C:33]([C:30]1[N:29]([CH3:38])[C:28]([C:26]2[CH:25]=[CH:24][C:23]3[N:18]([C:16]([O:15][CH2:14][CH:12]4[C:13]5[CH:1]=[CH:2][CH:3]=[CH:4][C:5]=5[C:6]5[C:11]4=[CH:10][CH:9]=[CH:8][CH:7]=5)=[O:17])[CH:19]([CH3:37])[O:20][C:21]([CH3:36])([CH3:35])[C:22]=3[CH:27]=2)=[CH:32][CH:31]=1)#[N:34] |f:1.2.3,5.6.7|. Reported procedure: A mixture of 9H-fluoren-9-ylmethyl-6-[5-cyano-1H-pyrrol-2-yl]-2,4,4-trimethyl-2H-3,1-benzoxazine-1(4H)-carboxylate (0.4 g, 0.8 mmol) and potassium carbonate (1.5 g) in anhydrous DMF was treated at ambient temperature under a blanket of nitrogen with iodomethane (1.5 mL, excess). The mixture was stirred for 30 minutes. A saturated ammonium sulfate solution (50 mL) and ethyl acetate (50 mL) was added. The organic layer was separated and aqueous layer was extracted with ethyl acetate (3×15 mL). The...